Dataset: the Open Reaction Database (ORD), a public repository of structured organic reaction records. Task: describe an organic reaction: reactants, conditions, products, and yield The reactants are BrC1=CC=C(C=C1)S(=O)(=O)N1CCN(CC1)C (1-(4-bromo-benzenesulfonyl)-4-methyl-piperazine), C(CC(=O)C)(=O)OCC (ethyl acetoacetate), C(C)(C)(C)P(C1(C(=CC=CC1)C1=CC=CC=C1)C)C(C)(C)C (2-(di-tert-butylphosphino)-2-methyl biphenyl), P(=O)([O-])([O-])[O-].[K+].[K+].[K+] (potassium phosphate). The reagents and catalysts are C(C)(=O)[O-].[Pd+2].C(C)(=O)[O-] (palladium acetate). The solvent is C1(=CC=CC=C1)C (Toluene), O (water). Conditions: temperature 90 celsius. Yields the product C(C)OC(CC1=CC=C(C=C1)S(=O)(=O)N1CCN(CC1)C)=O ([4-(4-methyl-piperazine-1-sulfonyl)-phenyl]-acetic acid ethyl ester). As a reaction SMILES: Br[C:2]1[CH:7]=[CH:6][C:5]([S:8]([N:11]2[CH2:16][CH2:15][N:14]([CH3:17])[CH2:13][CH2:12]2)(=[O:10])=[O:9])=[CH:4][CH:3]=1.[C:18]([O:24][CH2:25][CH3:26])(=[O:23])[CH2:19]C(C)=O.C(P(C(C)(C)C)C1(C)CC=CC=C1C1C=CC=CC=1)(C)(C)C.P([O-])([O-])([O-])=O.[K+].[K+].[K+]>C([O-])(=O)C.[Pd+2].C([O-])(=O)C.O.C1(C)C=CC=CC=1>[CH2:25]([O:24][C:18](=[O:23])[CH2:19][C:2]1[CH:7]=[CH:6][C:5]([S:8]([N:11]2[CH2:16][CH2:15][N:14]([CH3:17])[CH2:13][CH2:12]2)(=[O:10])=[O:9])=[CH:4][CH:3]=1)[CH3:26] |f:3.4.5.6,7.8.9|. Procedure: The title A compound, 1-(4-bromo-benzenesulfonyl)-4-methyl-piperazine (5.00 g, 15.663 mmol), ethyl acetoacetate (2.97 mL, 23.495 mmol), 2-(di-tert-butylphosphino)-2-methyl biphenyl (98 mg, 0.313 mmol), palladium acetate (105 mg, 0.157 mmol) and potassium phosphate (9.97 g, 46.989 mmol) are charged to a flask. Toluene (60 mL) is added. The reaction is heated at 90° C. overnight, then cooled to RT. The reaction mixture is poured onto ethyl acetate and water. The organic layer is dried over anhydro... Starting materials: CN(C)CC=NC(C=CC1=CC=CC=C1)=O (N-[(Dimethylamino)ethylidene]-cinnamamide), O.NN (hydrazine hydrate). Run in C(C)(=O)O (acetic acid). Reaction conditions: temperature 90 celsius. The product is CC1=NNC(=N1)\C=C\C1=CC=CC=C1 (3-methyl-5-[(E)-2-phenylethenyl]-1H-1,2,4-triazole). The yield is 96.0%. Reaction SMILES: CN([CH2:4][CH:5]=[N:6][C:7](=O)[CH:8]=[CH:9][C:10]1[CH:15]=[CH:14][CH:13]=[CH:12][CH:11]=1)C.O.[NH2:18][NH2:19]>C(O)(=O)C>[CH3:4][C:5]1[N:6]=[C:7](/[CH:8]=[CH:9]/[C:10]2[CH:15]=[CH:14][CH:13]=[CH:12][CH:11]=2)[NH:19][N:18]=1 |f:1.2|. Reported procedure: N-[(Dimethylamino)ethylidene]-cinnamamide (2.0 g, 9.0 mmol) was added to a solution of hydrazine hydrate (0.59 mL, 10 mmol) and acetic acid (25 mL). The mixture was heated to 90° C. for 3 h, cooled, and concentrated in vacuo. The resulting material was basified (pH 8) with solid K2CO3, and partitioned between ethyl acetate and water. The organics were dried over Na2SO4 and concentrated in vacuo. The resultant material was purified by flash column chromatography on silica eluting with 1:2 hexane-... Reactants: CCc1c[nH]c2ncc(F)cc12, [H-], [Na+], CN(C)C=O. Reaction SMILES: [CH2:3]([CH3:4])[c:5]1[cH:6][nH:7][c:8]2[n:9][cH:10][c:11]([F:14])[cH:12][c:13]12.[H-:2].[Na+:1].[O:15]=[CH:16][N:17]([CH3:18])[CH3:19]>>[CH2:3]([CH3:4])[c:5]1[cH:6][n:7]([NH2:17])[c:8]2[n:9][cH:10][c:11]([F:14])[cH:12][c:13]12. Yields the product CCc1cn(N)c2ncc(F)cc12. The reactants are ClC=1C=CN2C(C(=CC(=C2C1C)C1CC1)C(=O)OC)=O (methyl 8-chloro-1-cyclopropyl-9-methyl-4-oxo-4H-quinolizine-3-carboxylate), CC1(OB(OC1(C)C)C=1C=CC(=NC1)N)C (5-(4,4,5,5-tetramethyl-1,3,2-dioxaborolan-2-yl)-pyridin-2-amine). Yields the product NC1=CC=C(C=N1)C=1C=CN2C(C(=CC(=C2C1C)C1CC1)C(=O)OC)=O (methyl 8-(6-amino-pyridin-3-yl)-1-cyclopropyl-9-methyl-4-oxo-4H-quinolizine-3-carboxylate). Isolated yield 113.6%. RXN SMILES: Cl[C:2]1[CH:3]=[CH:4][N:5]2[C:10]([C:11]=1[CH3:12])=[C:9]([CH:13]1[CH2:15][CH2:14]1)[CH:8]=[C:7]([C:16]([O:18][CH3:19])=[O:17])[C:6]2=[O:20].CC1(C)C(C)(C)OB([C:29]2[CH:30]=[CH:31][C:32]([NH2:35])=[N:33][CH:34]=2)O1>>[NH2:35][C:32]1[N:33]=[CH:34][C:29]([C:2]2[CH:3]=[CH:4][N:5]3[C:10]([C:11]=2[CH3:12])=[C:9]([CH:13]2[CH2:15][CH2:14]2)[CH:8]=[C:7]([C:16]([O:18][CH3:19])=[O:17])[C:6]3=[O:20])=[CH:30][CH:31]=1. Procedure: Methyl 8-(6-amino-pyridin-3-yl)-1-cyclopropyl-9-methyl-4-oxo-4H-quinolizine-3-carboxylate was prepared according to General Procedure A from methyl 8-chloro-1-cyclopropyl-9-methyl-4-oxo-4H-quinolizine-3-carboxylate (100 mg, 0.34 mmol) and 5-(4,4,5,5-tetramethyl-1,3,2-dioxaborolan-2-yl)-pyridin-2-amine (113 mg, 0.51 mmol). Purification by flash silica column chromatography (DCM:MeOH) (1:0 to 94:6) afforded the title compound as a yellow solid (135 mg, 100%).